This data is from the Open Reaction Database (ORD), a public repository of structured organic reaction records. The task is: describe an organic reaction: reactants, conditions, products, and yield The reactants are O=P(Cl)(Cl)Cl (POCl3), BrC=1C=[N+](C2=CC=CC=C2C1)[O-] (3-Bromoquinoline N-oxide), [OH-].[Na+] (NaOH). Reaction conditions: time 30 minute. The product is BrC=1C(=NC2=CC=CC=C2C1)Cl (3-Bromo-2-chloroquinoline). The yield is 80.4%. As a reaction SMILES: O=P(Cl)(Cl)[Cl:3].[Br:6][C:7]1[CH:8]=[N+:9]([O-])[C:10]2[C:15]([CH:16]=1)=[CH:14][CH:13]=[CH:12][CH:11]=2.[OH-].[Na+]>>[Br:6][C:7]1[C:8]([Cl:3])=[N:9][C:10]2[C:15]([CH:16]=1)=[CH:14][CH:13]=[CH:12][CH:11]=2 |f:2.3|. Procedure: To POCl3 (7.5 ml, 80 mmol) was added in portions solid 6 (2.25 g, 10 mmol). The mixture was stirred at room temperature for 30 min and then 60° C. for 10 min. The mixture was then poured into cold 1M NaOH extracted with CH2C2. The combined extracts were dried (K2CO3) and concentrated to a residue which was purified by flash chromatography (EtOAc) to afford 3-Bromo-2-chloroquinoline 7 (1.95 g, 80%). 1H NMR d (ppm): 7.6 dd (CH atom), 7.7 m (2 CH atom), 8.0 d (CH atom), 8.5 s (CH arom) The reactants are COC=1C=C(C=CC1)C(C(=O)OC)NC (methyl 2-(3-methoxyphenyl)-2-methylaminoacetate), ClC=1C=C(C=CC1Cl)N=C=O (3,4-dichlorophenyl isocyanate). The solvent is C1CCOC1 (THF). Conditions: time 30 minute. The product is ClC=1C=C(C=CC1Cl)N1C(N(C(C1=O)C1=CC(=CC=C1)OC)C)=O (1-(3,4-dichlorophenyl)-4-(3-methoxyphenyl)-3-methylimidazolidine-2,5-dione). Reaction SMILES: [CH3:1][O:2][C:3]1[CH:4]=[C:5]([CH:9]([NH:14][CH3:15])[C:10]([O:12]C)=O)[CH:6]=[CH:7][CH:8]=1.[Cl:16][C:17]1[CH:18]=[C:19]([N:24]=[C:25]=[O:26])[CH:20]=[CH:21][C:22]=1[Cl:23]>C1COCC1>[Cl:16][C:17]1[CH:18]=[C:19]([N:24]2[C:10](=[O:12])[CH:9]([C:5]3[CH:6]=[CH:7][CH:8]=[C:3]([O:2][CH3:1])[CH:4]=3)[N:14]([CH3:15])[C:25]2=[O:26])[CH:20]=[CH:21][C:22]=1[Cl:23]. Procedure: 3 g of methyl 2-(3-methoxyphenyl)-2-methylaminoacetate were introduced into a 250 mL Woulff bottle at ambient temperature. 2.7 g d of 3,4-dichlorophenyl isocyanate in 50 mL of THF were added and the mixture was stirred for 30 min at ambient temperature. The insoluble matter was filtered, washed with isopropyl ether and dried to yield the product in the form of a white solid (3.9 g; Yd=75%). As a reaction SMILES: Br[CH:2](Br)[C:3]1[C:4]([Cl:21])=[CH:5][C:6]([Cl:20])=[C:7]([C:9]2[C:13]([Cl:14])=[C:12]([O:15][CH:16]([F:18])[F:17])[N:11]([CH3:19])[N:10]=2)[CH:8]=1.S(=O)(=O)(O)[OH:24]>>[Cl:14][C:13]1[C:9]([C:7]2[CH:8]=[C:3]([CH:2]=[O:24])[C:4]([Cl:21])=[CH:5][C:6]=2[Cl:20])=[N:10][N:11]([CH3:19])[C:12]=1[O:15][CH:16]([F:18])[F:17]. Reactants: BrC(C=1C(=CC(=C(C1)C1=NN(C(=C1Cl)OC(F)F)C)Cl)Cl)Br (3-(5-dibromomethyl-2,4-dichlorophenyl)-4-chloro-5-difluoromethoxy-1-methyl-1H-pyrazole), S(O)(O)(=O)=O (sulfuric acid). Product: ClC=1C(=NN(C1OC(F)F)C)C1=C(C=C(C(=C1)C=O)Cl)Cl (4-Chloro-3-(2,4-dichloro-5-formylphenyl)-5-difluoromethoxy-1-methyl-1H-pyrazole). Procedure: Analogously to Example 12, 45.5 g (91 mmol) of 3-(5-dibromomethyl-2,4-dichlorophenyl)-4-chloro-5-difluoromethoxy-1-methyl-1H-pyrazole were introduced into 65 ml of concentrated sulfuric acid. After working up, 20 g of the product were obtained. 1H-NMR (270 MHz, in CDCl3): δ [ppm]=10.41 (s,1H), 8.02 (s,1H), 7.65 (s,1H),6.77 (t,1H), 3.87 (s,3H). The reactants are C(C1=CC=CC=C1)ON=C1C[C@H](N(C1)C(=O)OC(C)(C)C)C(=O)O ((2S,4EZ)-4-[(benzyloxy)imino]-1-(tert-butoxycarbonyl)-2-pyrrolidinecarboxylic acid), C(#N)C1=CC=C(C(=O)Cl)C=C1 (4-cyanobenzoyl chloride), ClC=1C=C(C=CC1Cl)N1CCNCC1 (1-(3,4-dichlorophenyl)piperazine). Product: C(C1=CC=CC=C1)ON=C1C[C@H](N(C1)C(=O)C1=CC=C(C#N)C=C1)C(=O)N1CCN(CC1)C1=CC(=C(C=C1)Cl)Cl (4-[((2S,4EZ)-4-[(benzyloxy)imino]-2-{[4-(3,4-dichlorophenyl)-1-piperazinyl]-carbonyl}pyrrolidinyl)carbonyl]benzonitrile). Reaction SMILES: [CH2:1]([O:8][N:9]=[C:10]1[CH2:14][N:13]([C:15]([O:17]C(C)(C)C)=O)[C@H:12]([C:22]([OH:24])=O)[CH2:11]1)[C:2]1[CH:7]=[CH:6][CH:5]=[CH:4][CH:3]=1.[C:25]([C:27]1[CH:35]=[CH:34][C:30](C(Cl)=O)=[CH:29][CH:28]=1)#[N:26].[Cl:36][C:37]1[CH:38]=[C:39]([N:44]2[CH2:49][CH2:48][NH:47][CH2:46][CH2:45]2)[CH:40]=[CH:41][C:42]=1[Cl:43]>>[CH2:1]([O:8][N:9]=[C:10]1[CH2:14][N:13]([C:15]([C:30]2[CH:29]=[CH:28][C:27]([C:25]#[N:26])=[CH:35][CH:34]=2)=[O:17])[C@H:12]([C:22]([N:47]2[CH2:46][CH2:45][N:44]([C:39]3[CH:40]=[CH:41][C:42]([Cl:43])=[C:37]([Cl:36])[CH:38]=3)[CH2:49][CH2:48]2)=[O:24])[CH2:11]1)[C:2]1[CH:3]=[CH:4][CH:5]=[CH:6][CH:7]=1. Procedure details: Following the general method as outlined in Example 22, starting from (2S,4EZ)-4-[(benzyloxy)imino]-1-(tert-butoxycarbonyl)-2-pyrrolidinecarboxylic acid, 4-cyanobenzoyl chloride, and 1-(3,4-dichlorophenyl)piperazine the title compound was obtained in 43% purity by LC/MS. MS(ESI+): m/z=576.6.